This data is from the Open Reaction Database (ORD), a public repository of structured organic reaction records. The task is: describe an organic reaction: reactants, conditions, products, and yield The reactants are ClC1=C(C(=O)N)C(=CC=C1)Cl (2,6-dichlorobenzamide), NC=1C=C(C=CC1)C(F)(F)F (3-aminobenzotrifluoride), C(CCC)[Li] (n-butyllithium), ClC(=O)OC1=CC=C(C=C1)[N+](=O)[O-] (4-nitrophenyl chloroformate). Run in O1CCCC1 (tetrahydrofuran), O1CCCC1 (tetrahydrofuran), O1CCCC1 (tetrahydrofuran). Reaction conditions: temperature -72 celsius, time 30 minute. Product: ClC1=C(C(=O)NC(=O)NC2=CC(=CC=C2)C(F)(F)F)C(=CC=C1)Cl (1-(2,6-dichlorobenzoyl)-3-(3-trifluoromethylphenyl)urea). Isolated yield 40.1%. RXN SMILES: [Cl:1][C:2]1[CH:10]=[CH:9][CH:8]=[C:7]([Cl:11])[C:3]=1[C:4]([NH2:6])=[O:5].C([Li])CCC.Cl[C:18](OC1C=CC([N+]([O-])=O)=CC=1)=[O:19].[NH2:30][C:31]1[CH:32]=[C:33]([C:37]([F:40])([F:39])[F:38])[CH:34]=[CH:35][CH:36]=1>O1CCCC1>[Cl:1][C:2]1[CH:10]=[CH:9][CH:8]=[C:7]([Cl:11])[C:3]=1[C:4]([NH:6][C:18]([NH:30][C:31]1[CH:36]=[CH:35][CH:34]=[C:33]([C:37]([F:38])([F:39])[F:40])[CH:32]=1)=[O:19])=[O:5]. Reported procedure: A solution of 0.912 grams of 2,6-dichlorobenzamide in 75 ml. of dry tetrahydrofuran was placed in a 3-necked, 250 ml. round bottomed flask. The solution was cooled to about -72° C. with a dry ice/acetone bath. To the mixture was added 1.8 ml. of n-butyllithium solution over a 5-minute period. The mixture was allowed to stand for 30 minutes at -75° C. to -70° C. A solution of 0.804 grams of 4-nitrophenyl chloroformate in 24 ml. of dry tetrahydrofuran was added over a period of 30 minutes at about... The solvent is CN(C=O)C (dimethylformamide). The yield is 80.8%. Run at time 16 hour. Procedure details: A mixture of 7-methoxy-1,2-dihydro-1-oxophthalazin-4-ylcarboxylic acid (10.0 g.), sodium hydrogen carbonate (15.0 g.) and methyl iodide (15.0 ml.) in dry dimethylformamide (200 ml.) was stirred at room temperature for 16 hours. The mixture was then poured into water (600 ml.). The precipitated solid was separated, washed first with water then cold methanol, and then recrystallised from methanol to give methyl 7-methoxy-1,2-dihydro-1-oxophthalazin-4-ylcarboxylate (8.6 g.), m.p. 222°-225° C. As a reaction SMILES: [CH3:1][O:2][C:3]1[CH:12]=[C:11]2[C:6]([C:7]([C:14]([OH:16])=[O:15])=[N:8][NH:9][C:10]2=[O:13])=[CH:5][CH:4]=1.[C:17](=O)([O-])O.[Na+].CI.O>CN(C)C=O>[CH3:1][O:2][C:3]1[CH:12]=[C:11]2[C:6]([C:7]([C:14]([O:16][CH3:17])=[O:15])=[N:8][NH:9][C:10]2=[O:13])=[CH:5][CH:4]=1 |f:1.2|. Product: COC1=CC=C2C(=NNC(C2=C1)=O)C(=O)OC (methyl 7-methoxy-1,2-dihydro-1-oxophthalazin-4-ylcarboxylate). Reactants: O (water), COC1=CC=C2C(=NNC(C2=C1)=O)C(=O)O (7-methoxy-1,2-dihydro-1-oxophthalazin-4-ylcarboxylic acid), C(O)([O-])=O.[Na+] (sodium hydrogen carbonate), CI (methyl iodide). Reactants: 1.1, C1(COCC(=O)O1)=O (diglycolic anhydride), CN1N=C(C(=C1C(=O)N)N)CCC (1-methyl-3-propyl4-amino-5-aminocarbonyl-1H-pyrazole). Run in ClCCl (dichloromethane). Run at time 1 hour. Yields the product NC(=O)C1=C(C(=NN1C)CCC)NC(=O)COCC(=O)O ([(5-aminocarbonyl-1-methyl-3-propyl-1H-pyrazol4-ylcarbamoyl)methoxy]-acetic acid). Reaction SMILES: [C:1]1(=[O:8])[O:7][C:5](=[O:6])[CH2:4][O:3][CH2:2]1.[CH3:9][N:10]1[C:14]([C:15]([NH2:17])=[O:16])=[C:13]([NH2:18])[C:12]([CH2:19][CH2:20][CH3:21])=[N:11]1>ClCCl>[NH2:17][C:15]([C:14]1[N:10]([CH3:9])[N:11]=[C:12]([CH2:19][CH2:20][CH3:21])[C:13]=1[NH:18][C:5]([CH2:4][O:3][CH2:2][C:1]([OH:7])=[O:8])=[O:6])=[O:16]. Procedure: 1.1 13.5 g of diglycolic anhydride are added at 15° to a solution of 20.5 g of 1-methyl-3-propyl4-amino-5-aminocarbonyl-1H-pyrazole (“Z6”) in 400 ml of dichloromethane, and the mixture is stirred for a further 1 hour. The mixture is subjected to conventional work-up, giving 32.5 g of [(5-aminocarbonyl-1-methyl-3-propyl-1H-pyrazol4-ylcarbamoyl)methoxy]-acetic acid (“Z7”). Starting materials: BrC=1C=C2C=3N(C(C(NC3C1)=O)=O)C(CC2)C(=O)O (9-bromo-5-carboxy-6,7-dihydro-1H, 5H-pyrido[1,2,3-de]quinoxaline-2,3-dione), C1(CC1)N (cyclopropylamine). Product: BrC=1C=C2C=3N(C(C(NC3C1)=O)=O)C(CC2)C(NC2CC2)=O (9-Bromo-5-cyclopropylcarbamoyl-6,7-dihydro-1H, 5H-pyrido[1,2,3-de]quinoxaline-2,3-dione). Yield: 92.5%. RXN SMILES: [Br:1][C:2]1[CH:3]=[C:4]2[CH2:16][CH2:15][CH:14]([C:17](O)=[O:18])[N:6]3[C:7](=[O:13])[C:8](=[O:12])[NH:9][C:10]([CH:11]=1)=[C:5]23.[CH:20]1([NH2:23])[CH2:22][CH2:21]1>>[Br:1][C:2]1[CH:3]=[C:4]2[CH2:16][CH2:15][CH:14]([C:17](=[O:18])[NH:23][CH:20]3[CH2:22][CH2:21]3)[N:6]3[C:7](=[O:13])[C:8](=[O:12])[NH:9][C:10]([CH:11]=1)=[C:5]23. Procedure details: A procedure similar to that described in Example 5 was carried out with 9-bromo-5-carboxy-6,7-dihydro-1H, 5H-pyrido[1,2,3-de]quinoxaline-2,3-dione (300 mg, 0.92 mmol) and cyclopropylamine (100 μL, 1.0 mmol) to give 310 mg of the title compound (93%): mp 222°~225° C.; 1H NMR (270 MHz, DMSO-d6) δ12.13 (s, 1H), 8.22 (d, 1H, J=4.0 Hz), 7.18 (bs, 1H), 7.16 (bs, 1H), 5.02~5.06 (m, 1H), 2.79 (dm, 1H, J=16.8 Hz), 2.45~2.62 (m, 2H), 2.36 (dm, 1H, J=13.5 Hz), 1.81~1.97 (m, 1H), 0.62 (dm, 2H, J=7.2 Hz), 1.... Reactants: C(C)OC(=O)C=1SC(=C(C1)Cl)Cl (4,5-Dichloro-2-thiophenecarboxylic acid ethyl ester). Solvent: C(C)O (ethanol), O1CCCC1 (tetrahydrofuran), [OH-].[Na+] (sodium hydroxide). Conditions: temperature 60 celsius, time 15 hour. Product: ClC=1C=C(SC1Cl)C(=O)O (4,5-dichloro-2-thiophenecarboxylic acid). Yield: 39.4%. RXN SMILES: C([O:3][C:4]([C:6]1[S:7][C:8]([Cl:12])=[C:9]([Cl:11])[CH:10]=1)=[O:5])C>C(O)C.O1CCCC1.[OH-].[Na+]>[Cl:11][C:9]1[CH:10]=[C:6]([C:4]([OH:5])=[O:3])[S:7][C:8]=1[Cl:12] |f:3.4|. Procedure: 5-Chloro-2-thiophenecarboxylic acid (6.50 g) was dissolved in N,N-dimethylformamide (30 ml), and ethyl iodide (3.2 ml) and potassium carbonate (5.52 g) were added. The mixture was stirred at room temperature for 15 hours, poured into water and extracted with diethyl ether. The extract was washed with 5% aqueous potassium hydrogen sulfate, dried over anhydrous magnesium sulfate and concentrated under reduced pressure to give 5-chloro-2-thiophenecarboxylic acid ethyl ester (5.27 g). 5-Chloro-2-thi... Reaction SMILES: [Cl:1][c:2]1[s:3][c:4]2[c:5]([n:6]1)[cH:7][cH:8][c:9]([Cl:11])[cH:10]2.[OH:17][N+:18]([O-:19])=[O:20].[S:12](=[O:13])(=[O:14])([OH:15])[OH:16]>>[Cl:1][c:2]1[s:3][c:4]2[c:5]([n:6]1)[cH:7][cH:8][c:9]([Cl:11])[c:10]2[N+:18](=[O:17])[O-:19]. The product is O=[N+]([O-])c1c(Cl)ccc2nc(Cl)sc12. The reactants are Clc1ccc2nc(Cl)sc2c1, O=[N+]([O-])O, O=S(=O)(O)O.